This data is from the Open Reaction Database (ORD), a public repository of structured organic reaction records. The task is: describe an organic reaction: reactants, conditions, products, and yield Starting materials: ClC1=NC=C(C=N1)Cl (2,5-dichloropyrimidine), FC(OC1=CC=C(C=C1)B(O)O)(F)F (4-trifluoromethoxyphenyl boronic acid). The reagents and catalysts are [Pd] (palladium). Product: ClC1=NC=C(C=N1)C1=CC=C(C=C1)OC(F)(F)F (2-Chloro-5-(4-trifluoromethoxyphenyl)-pyrimidine). As a reaction SMILES: [Cl:1][C:2]1[N:7]=[CH:6][C:5](Cl)=[CH:4][N:3]=1.[F:9][C:10]([F:22])([F:21])[O:11][C:12]1[CH:17]=[CH:16][C:15](B(O)O)=[CH:14][CH:13]=1>[Pd]>[Cl:1][C:2]1[N:7]=[CH:6][C:5]([C:15]2[CH:14]=[CH:13][C:12]([O:11][C:10]([F:9])([F:21])[F:22])=[CH:17][CH:16]=2)=[CH:4][N:3]=1. Reported procedure: The compound was prepared by palladium-catalyzed arylation of 2,5-dichloropyrimidine with 4-trifluoromethoxyphenyl boronic acid.